This data is from the Open Reaction Database (ORD), a public repository of structured organic reaction records. The task is: describe an organic reaction: reactants, conditions, products, and yield Reactants: O (water), BrC1=C(C=O)C=CC(=C1O)OC (2-Bromo-3-hydroxy-4-methoxybenzaldehyde), C(C=C)Br (Allyl bromide), [H-].[Na+] (sodium hydride). The solvent is CN(C)C=O (DMF). Conditions: time 30 minute. Yields the product C(C=C)OC=1C(=C(C=O)C=CC1OC)Br (3-Allyloxy-2-bromo-4-methoxybenzaldehyde). Reaction SMILES: [Br:1][C:2]1[C:9]([OH:10])=[C:8]([O:11][CH3:12])[CH:7]=[CH:6][C:3]=1[CH:4]=[O:5].[H-].[Na+].[CH2:15](Br)[CH:16]=[CH2:17].O>CN(C=O)C>[CH2:17]([O:10][C:9]1[C:2]([Br:1])=[C:3]([CH:6]=[CH:7][C:8]=1[O:11][CH3:12])[CH:4]=[O:5])[CH:16]=[CH2:15] |f:1.2|. Reported procedure: 2-Bromo-3-hydroxy-4-methoxybenzaldehyde (1.68 g) was dissolved in DMF (17 ml), and sodium hydride (0.209 g) was added thereto under ice-cooling, followed by stirring for 30 minutes. Allyl bromide (0.944 ml) was added to the mixture, followed by stirring at 60° C. for one hour. After being allowed to stand for cooling, water was added to the mixture and the precipitated solid was collected by filtration. The obtained crude crystals were recrystallized from isopropanol to give Compound IIe-a (1.30... Product: BrC1=CC=C(C=C1)C1=CC=C(C=C1)OC(N(C1=CC=CC=C1)C)=O (Methyl-phenyl-carbamic acid 4′-bromo-biphenyl-4-yl-ester). Reaction SMILES: [Br:1][C:2]1[CH:7]=[CH:6][C:5]([C:8]2[CH:13]=[CH:12][C:11]([OH:14])=[CH:10][CH:9]=2)=[CH:4][CH:3]=1.[CH3:15][N:16]([C:20]1[CH:25]=[CH:24][CH:23]=[CH:22][CH:21]=1)[C:17](Cl)=[O:18]>>[Br:1][C:2]1[CH:3]=[CH:4][C:5]([C:8]2[CH:13]=[CH:12][C:11]([O:14][C:17](=[O:18])[N:16]([CH3:15])[C:20]3[CH:25]=[CH:24][CH:23]=[CH:22][CH:21]=3)=[CH:10][CH:9]=2)=[CH:6][CH:7]=1. Reactants: BrC1=CC=C(C=C1)C1=CC=C(C=C1)O (4-bromo-4′-hydroxybiphenyl), CN(C(=O)Cl)C1=CC=CC=C1 (N-methyl-N-phenylcarbamoyl chloride). Procedure details: The title compound was prepared from 4-bromo-4′-hydroxybiphenyl and N-methyl-N-phenylcarbamoyl chloride. The crude product was recrystallized (ethanol) (72%, white crystals). HPLC-MS m/z=382.0) (M+1), Rt: 5.41 min. The reactants are NC=1C=C(C#N)C=CC1NC1=CC(=CC=C1)Br (3-Amino-4-(3-bromo-phenylamino)-benzonitrile), C(C)OC(OCC)OCC (triethylorthoformate), CC=1C=CC(=CC1)S(=O)(=O)O (PTSA). Solvent: C1CCOC1 (THF), C(Cl)Cl (DCM). Run at temperature 70 celsius, time 4 hour. Yields the product BrC=1C=C(C=CC1)N1C=NC2=C1C=CC(=C2)C#N (1-(3-Bromo-phenyl)-1H-benzoimidazole-5-carbonitrile). The yield is 96.7%. Reaction SMILES: [NH2:1][C:2]1[CH:3]=[C:4]([CH:7]=[CH:8][C:9]=1[NH:10][C:11]1[CH:16]=[CH:15][CH:14]=[C:13]([Br:17])[CH:12]=1)[C:5]#[N:6].[CH2:18](OC(OCC)OCC)C.CC1C=CC(S(O)(=O)=O)=CC=1>C1COCC1.C(Cl)Cl>[Br:17][C:13]1[CH:12]=[C:11]([N:10]2[C:9]3[CH:8]=[CH:7][C:4]([C:5]#[N:6])=[CH:3][C:2]=3[N:1]=[CH:18]2)[CH:16]=[CH:15][CH:14]=1. Procedure: A mixture of compound D (1 g, 3.47 mmol), triethylorthoformate (660 mg, 4.5 mmol) and PTSA (200 mg, 1.16 mmol) in THF (10 mL) was stirred at 70° C. for 4 h. After cooling to RT, the reaction mixture was diluted with DCM, washed with sat. NaHCO3 solution to remove PTSA, dried over Na2SO4 and concentrated. The residue was purified by silica gel column chromatography using 40% ethylacetate in hexane to afford compound 4 (1 g, 96%) as light brown solid, mp:168.5-174.4° C. Starting materials: C([O-])([O-])=O.[Na+].[Na+] (sodium carbonate), NC1=C(C(=O)NN)C=CC=C1OC (2-amino-3-methoxybenzoic acid hydrazide), C(CC(=O)C(=O)OCC)(=O)OCC (diethyl oxalacetate), [Na] (sodium), Cl (HCl). Solvent: O (water). Product: COC1=CC=CC=2C(N3C(NC12)=CC(=N3)C(=O)O)=O (4,9-Dihydro-5-methoxy-9-oxo-pyrazolo[5,1-b]quinazoline-2-carboxylic acid). As a reaction SMILES: [NH2:1][C:2]1[C:11]([O:12][CH3:13])=[CH:10][CH:9]=[CH:8][C:3]=1[C:4]([NH:6][NH2:7])=[O:5].[C:14](OCC)(=O)[CH2:15][C:16]([C:18]([O:20]CC)=[O:19])=O.[Na].C(=O)([O-])[O-].[Na+].[Na+].Cl>O>[CH3:13][O:12][C:11]1[C:2]2[NH:1][C:14]3=[CH:15][C:16]([C:18]([OH:20])=[O:19])=[N:7][N:6]3[C:4](=[O:5])[C:3]=2[CH:8]=[CH:9][CH:10]=1 |f:3.4.5,^1:26|. Procedure details: A mixture of 2-amino-3-methoxybenzoic acid hydrazide (23,6 g; 0.13 mole) and 90% diethyl oxalacetate, sodium salt (32.7 g; 0.14 mole) in water (400 ml) is heated under reflux for 1.5 hrs. To the resulting yellow solution is added sodium carbonate (14.8 g; 0.14 mole) and the solution is refluxed for an additional hour. The cooled reaction mixture is cautiously treated with conc. HCl (0.28 mole) and the precipitated solid is filtered off, washed with water and recrystallized from methanol (1500 ml...